Task: describe an organic reaction: reactants, conditions, products, and yield. Dataset: the Open Reaction Database (ORD), a public repository of structured organic reaction records Reactants: N[C@H]1[C@@H]2N(C(=C(CS2)CO)C(=O)O)C1=O (7β-amino-3-hydroxymethyl-3-cephem-4-carboxylic acid), Cl (hydrochloric acid), CNC([S-])=S.[Na+] (sodium N-methyldithiocarbamate), C(O)([O-])=O.[Na+] (sodium hydrogencarbonate), Cl.ClCC(=O)NC=1SC=C(N1)/C(/C(=O)Cl)=N/OC (2-(2-chloroacetamidothiazol-4-yl)-(Z)-2-methoxyiminoacetyl chloride hydrochloride). The solvent is C(C)(=O)OCC (ethyl acetate), O (water), C1CCOC1 (THF), O (water). Yields the product NC=1SC=C(N1)/C(/C(=O)N[C@H]1[C@@H]2N(C(=C(CS2)CO)C(=O)[O-])C1=O)=N/OC.[Na+] (sodium 7β-[2-(2-aminothiazol-4-yl)-(Z)-2-methoxyiminoacetamido]-3-hydroxymethyl-3-cephem-4-carboxylate). The yield is 55.1%. Reaction SMILES: [NH2:1][C@@H:2]1[C:14](=[O:15])[N:4]2[C:5]([C:11]([OH:13])=[O:12])=[C:6]([CH2:9][OH:10])[CH2:7][S:8][C@H:3]12.C(=O)([O-])O.[Na+:20].Cl.ClCC([NH:26][C:27]1[S:28][CH:29]=[C:30](/[C:32](=[N:36]/[O:37][CH3:38])/[C:33](Cl)=[O:34])[N:31]=1)=O.Cl.CNC(=S)[S-].[Na+]>C(OCC)(=O)C.O.C1COCC1>[NH2:26][C:27]1[S:28][CH:29]=[C:30](/[C:32](=[N:36]/[O:37][CH3:38])/[C:33]([NH:1][C@@H:2]2[C:14](=[O:15])[N:4]3[C:5]([C:11]([O-:13])=[O:12])=[C:6]([CH2:9][OH:10])[CH2:7][S:8][C@H:3]23)=[O:34])[N:31]=1.[Na+:20] |f:1.2,3.4,6.7,11.12|. Reported procedure: In 500 ml of a (1:1) mixture of water and THF was suspended 11.9 g of 7β-amino-3-hydroxymethyl-3-cephem-4-carboxylic acid, and 19.4 g of sodium hydrogencarbonate was added under ice-cooling and stirring. To the suspension was added 20.6 g of 2-(2-chloroacetamidothiazol-4-yl)-(Z)-2-methoxyiminoacetyl chloride hydrochloride, followed by stirring for 30 minutes. The reaction mixture was shaken with 100 ml of water and 150 ml of ethyl acetate. The aqueous layer was taken and adjusted to pH 7.0 with ...